Dataset: the Open Reaction Database (ORD), a public repository of structured organic reaction records. Task: describe an organic reaction: reactants, conditions, products, and yield The reactants are C1(=CC=CC=C1)CCCCOC1=CC(=C(C=C)C=C1)F (4-(4-phenylbutoxy)-2-fluorostyrene), OC1=C(C=CC=C1I)C(C)=O (2'-hydroxy-3'-iodoacetophenone). Product: C1(=CC=CC=C1)CCCCOC1=CC(=C(C=C1)/C=C/C=1C(=C(C=CC1)C(C)=O)O)F (3'-[(E)-2-[4-(4-Phenylbutoxy)-2-fluorophenyl]ethen-1-yl]-2'-hydroxyacetophenone). Yield: 67.0%. Reaction SMILES: [C:1]1([CH2:7][CH2:8][CH2:9][CH2:10][O:11][C:12]2[CH:19]=[CH:18][C:15]([CH:16]=[CH2:17])=[C:14]([F:20])[CH:13]=2)[CH:6]=[CH:5][CH:4]=[CH:3][CH:2]=1.[OH:21][C:22]1[C:27](I)=[CH:26][CH:25]=[CH:24][C:23]=1[C:29](=[O:31])[CH3:30]>>[C:1]1([CH2:7][CH2:8][CH2:9][CH2:10][O:11][C:12]2[CH:19]=[CH:18][C:15](/[CH:16]=[CH:17]/[C:27]3[C:22]([OH:21])=[C:23]([C:29](=[O:31])[CH3:30])[CH:24]=[CH:25][CH:26]=3)=[C:14]([F:20])[CH:13]=2)[CH:2]=[CH:3][CH:4]=[CH:5][CH:6]=1. Reported procedure: Following the process described in example 20 (point D), starting from 4-(4-phenylbutoxy)-2-fluorostyrene and 2'-hydroxy-3'-iodoacetophenone, the title compound was prepared, which was purified by flash chromatography through a column, eluting with petroleum ether:ethyl acetate, 95:5 (67% yield).